describe an organic reaction: reactants, conditions, products, and yield From a dataset of the Open Reaction Database (ORD), a public repository of structured organic reaction records. The reactants are CO, COC(OC)OC, COC(=O)CCCCC=O, Cc1ccc(S(=O)(=O)O)cc1. Reaction SMILES: [CH3:29][OH:30].[CH:11]([O:12][CH3:13])([O:14][CH3:15])[O:16][CH3:17].[O:1]=[CH:2][CH2:3][CH2:4][CH2:5][CH2:6][C:7](=[O:8])[O:9][CH3:10].[c:18]1([CH3:19])[cH:20][cH:21][c:22]([S:23]([OH:24])(=[O:25])=[O:26])[cH:27][cH:28]1>>[CH2:3]([CH2:4][CH2:5][CH2:6][C:7](=[O:8])[O:9][CH3:10])[CH:11]([O:14][CH3:15])[O:16][CH3:17]. The product is COC(=O)CCCCC(OC)OC. Starting materials: C(C1=CC=CC=C1)C=1SC(=C(C1C1=CC=C(C=C1)C1=CC=C(C=C1)O)C)C (4′-(2-benzyl-4,5-dimethyl-thiophen-3-yl)-biphenyl-4-ol), ClS(=O)(=O)C1=CC(=C(C(=O)O)C=C1)O (4-chlorosulfonyl-2-hydroxy-benzoic acid). Product: C(C1=CC=CC=C1)C=1SC(=C(C1C1=CC=C(C=C1)C1=CC=C(C=C1)OS(=O)(=O)C1=CC(=C(C(=O)O)C=C1)O)C)C (4-[4′-(2-Benzyl-4,5-dimethyl-thiophen-3-yl)-biphenyl-4-yloxysulfonyl]-2-hydroxy-benzoic acid). As a reaction SMILES: [CH2:1]([C:8]1[S:9][C:10]([CH3:27])=[C:11]([CH3:26])[C:12]=1[C:13]1[CH:18]=[CH:17][C:16]([C:19]2[CH:24]=[CH:23][C:22]([OH:25])=[CH:21][CH:20]=2)=[CH:15][CH:14]=1)[C:2]1[CH:7]=[CH:6][CH:5]=[CH:4][CH:3]=1.Cl[S:29]([C:32]1[CH:40]=[CH:39][C:35]([C:36]([OH:38])=[O:37])=[C:34]([OH:41])[CH:33]=1)(=[O:31])=[O:30]>>[CH2:1]([C:8]1[S:9][C:10]([CH3:27])=[C:11]([CH3:26])[C:12]=1[C:13]1[CH:18]=[CH:17][C:16]([C:19]2[CH:20]=[CH:21][C:22]([O:25][S:29]([C:32]3[CH:40]=[CH:39][C:35]([C:36]([OH:38])=[O:37])=[C:34]([OH:41])[CH:33]=3)(=[O:31])=[O:30])=[CH:23][CH:24]=2)=[CH:15][CH:14]=1)[C:2]1[CH:3]=[CH:4][CH:5]=[CH:6][CH:7]=1. Reported procedure: The title compound was prepared from 4′-(2-benzyl-4,5-dimethyl-thiophen-3-yl)-biphenyl-4-ol and 4-chlorosulfonyl-2-hydroxy-benzoic acid, in substantially the same manner, as described in Example 1 step g, and was obtained as a white solid, mp 173-175° C.; MS m/e 570 (M−H)+; Starting materials: BrC(C(=O)C1=CC=C(C=C1)C1(CCC1)NC(OC(C)(C)C)=O)C1=CC=CC=C1 (tert-butyl (1-{4-[bromo(phenyl)acetyl]phenyl}cyclobutyl)carbamate), NC=1N=CC(=NC1)C(=O)OCC (ethyl 5-aminopyrazine-2-carboxylate), amine. Procedure: To a mixture of crude tert-butyl (1-{4-[bromo(phenyl)acetyl]phenyl}cyclobutyl)carbamate [Int-1-A] (245 mg, 0.44 mmol, 1.0 eq) and ethyl 5-aminopyrazine-2-carboxylate (CAS-Nr. 54013-06-8, 81.1 mg, 0.49 mmol, 1.1 eq.) in 2.7 mL butyronitrile was heated at 120° C. for 1.5 h. A substantial amount of the deprotected free amine was detected by UPLC analysis. For isolation, the volatile components were removed using a rotary evaporator and the resulting crude material was purified via MPLC [Biotage Iso... Run at temperature 120 celsius. As a reaction SMILES: Br[CH:2]([C:23]1[CH:28]=[CH:27][CH:26]=[CH:25][CH:24]=1)[C:3]([C:5]1[CH:10]=[CH:9][C:8]([C:11]2([NH:15]C(=O)OC(C)(C)C)[CH2:14][CH2:13][CH2:12]2)=[CH:7][CH:6]=1)=O.[NH2:29][C:30]1[N:31]=[CH:32][C:33]([C:36]([O:38][CH2:39][CH3:40])=[O:37])=[N:34][CH:35]=1>C(#N)CCC>[NH2:15][C:11]1([C:8]2[CH:9]=[CH:10][C:5]([C:3]3[N:29]=[C:30]4[CH:35]=[N:34][C:33]([C:36]([O:38][CH2:39][CH3:40])=[O:37])=[CH:32][N:31]4[C:2]=3[C:23]3[CH:24]=[CH:25][CH:26]=[CH:27][CH:28]=3)=[CH:6][CH:7]=2)[CH2:14][CH2:13][CH2:12]1. Product: NC1(CCC1)C1=CC=C(C=C1)C=1N=C2N(C=C(N=C2)C(=O)OCC)C1C1=CC=CC=C1 (Ethyl 2-[4-(1-aminocyclobutyl)phenyl]-3-phenylimidazo[1,2-a]pyrazine-6-carboxylate). Solvent: C(CCC)#N (butyronitrile). The reactants are CCOC(=O)c1cnc2cc(N)ccc2c1, CN(C)c1ccncc1, CN(C)C=O, ClC(Cl)Cl, O=C(Cl)C(=O)Cl, ClCCl, O=C(O)c1cccnc1-c1ccc(C(F)(F)F)cc1, c1ccncc1. The product is CCOC(=O)c1cnc2cc(NC(=O)c3cccnc3-c3ccc(C(F)(F)F)cc3)ccc2c1. As a reaction SMILES: [CH2:26]([CH3:27])[O:28][C:29](=[O:30])[c:31]1[cH:32][n:33][c:34]2[cH:35][c:36]([NH2:41])[cH:37][cH:38][c:39]2[cH:40]1.[CH3:51][N:52]([CH3:53])[c:54]1[cH:55][cH:56][n:57][cH:58][cH:59]1.[CH3:64][N:65]([CH3:66])[CH:67]=[O:68].[CH:60]([Cl:61])([Cl:62])[Cl:63].[Cl:20][C:21]([C:22]([Cl:23])=[O:24])=[O:25].[Cl:48][CH2:49][Cl:50].[F:1][C:2]([c:3]1[cH:4][cH:5][c:6](-[c:9]2[c:10]([C:11](=[O:12])[OH:13])[cH:14][cH:15][cH:16][n:17]2)[cH:7][cH:8]1)([F:18])[F:19].[cH:42]1[cH:43][cH:44][n:45][cH:46][cH:47]1>>[F:1][C:2]([c:3]1[cH:4][cH:5][c:6](-[c:9]2[c:10]([C:11](=[O:13])[NH:41][c:36]3[cH:35][c:34]4[n:33][cH:32][c:31]([C:29]([O:28][CH2:26][CH3:27])=[O:30])[cH:40][c:39]4[cH:38][cH:37]3)[cH:14][cH:15][cH:16][n:17]2)[cH:7][cH:8]1)([F:18])[F:19]. Starting materials: C(CCCCCCC)(=O)O (octanoic acid), C(O)([O-])=O.[Na+] (sodium hydrogen carbonate), ClCOS(=O)(=O)Cl (chloromethylchlorosulfate). The reagents and catalysts are S(=O)(=O)(O)[O-].C(CCC)[N+](CCCC)(CCCC)CCCC (tetra-n-butylammonium hydrogen sulfate). Solvent: ClCCl (dichloromethane), O.ClCCl (water dichloromethane), ClCCl (dichloromethane). Conditions: time 18 hour. Product: C(CCCCCCC)(=O)OCCl (Chloromethyl Octanoate). Yield: 87.5%. RXN SMILES: [C:1]([OH:10])(=[O:9])[CH2:2][CH2:3][CH2:4][CH2:5][CH2:6][CH2:7][CH3:8].C(=O)([O-])O.[Na+].[Cl:16][CH2:17]OS(Cl)(=O)=O>S([O-])(O)(=O)=O.C([N+](CCCC)(CCCC)CCCC)CCC.O.ClCCl.ClCCl>[C:1]([O:10][CH2:17][Cl:16])(=[O:9])[CH2:2][CH2:3][CH2:4][CH2:5][CH2:6][CH2:7][CH3:8] |f:1.2,4.5,6.7|. Procedure: Compound 43 was prepared by a procedure similar to that of Harada and co-workers (Harada, N. et al. Synth. Commun. 1995, 25, 767-772). To a vigorously stirring solution of octanoic acid (4.50 g, 31.2 mmol), sodium hydrogen carbonate (10.48 g, 124.8 mmol) and tetra-n-butylammonium hydrogen sulfate (1.06 g, 3.12 mmol) in water-dichloromethane (125 mL, 1:1 v/v) at 0° C. was added chloromethylchlorosulfate (5.15 g, 31.2 mmol) in dichloromethane (15 mL), and the reaction stirred at room temperature f... Reactants: CC(C)(C)OC(=O)N1CC2CN(c3cncc(C(=O)NCc4ccc(Cl)c(Cl)c4)n3)CC2C1, ClCCl, O=C(O)C(F)(F)F. Product: O=C(NCc1ccc(Cl)c(Cl)c1)c1cncc(N2CC3CNCC3C2)n1, O=C(O)C(F)(F)F. As a reaction SMILES: [Cl:1][c:2]1[cH:3][c:4]([CH2:5][NH:6][C:7](=[O:8])[c:9]2[cH:10][n:11][cH:12][c:13]([N:15]3[CH2:16][CH:17]4[CH:18]([CH2:19]3)[CH2:20][N:21]([C:23]([O:24][C:25]([CH3:26])([CH3:27])[CH3:28])=[O:29])[CH2:22]4)[n:14]2)[cH:30][cH:31][c:32]1[Cl:33].[Cl:41][CH2:42][Cl:43].[F:34][C:35]([C:36](=[O:37])[OH:38])([F:39])[F:40]>>[Cl:1][c:2]1[cH:3][c:4]([CH2:5][NH:6][C:7](=[O:8])[c:9]2[cH:10][n:11][cH:12][c:13]([N:15]3[CH2:16][CH:17]4[CH:18]([CH2:19]3)[CH2:20][NH:21][CH2:22]4)[n:14]2)[cH:30][cH:31][c:32]1[Cl:33].[F:34][C:35]([C:36](=[O:37])[OH:38])([F:39])[F:40]. The reactants are CCCCOC(=O)NCCCCCCn1c(=O)n(CCCCC(C)OC(C)=O)c(=O)c2c1ncn2C, ClCCl, O=C(O)C(F)(F)F. The product is CC(=O)OC(C)CCCCn1c(=O)c2c(ncn2C)n(CCCCCCN)c1=O. RXN SMILES: [C:8]([CH3:9])(=[O:10])[O:11][CH:12]([CH2:13][CH2:14][CH2:15][CH2:16][n:17]1[c:18](=[O:19])[n:20]([CH2:29][CH2:30][CH2:31][CH2:32][CH2:33][CH2:34][NH:35][C:36]([O:37][CH2:38][CH2:39][CH2:40][CH3:41])=[O:42])[c:21]2[n:22][cH:23][n:24]([CH3:28])[c:25]2[c:26]1=[O:27])[CH3:43].[Cl:44][CH2:45][Cl:46].[OH:1][C:2]([C:3]([F:4])([F:5])[F:6])=[O:7]>>[C:8]([CH3:9])(=[O:10])[O:11][CH:12]([CH2:13][CH2:14][CH2:15][CH2:16][n:17]1[c:18](=[O:19])[n:20]([CH2:29][CH2:30][CH2:31][CH2:32][CH2:33][CH2:34][NH2:35])[c:21]2[n:22][cH:23][n:24]([CH3:28])[c:25]2[c:26]1=[O:27])[CH3:43]. Reactants: CC(C)c1nc2ccccc2[nH]1, Cn1c(C2(O)CCCN(C(=O)OC(C)(C)C)C2)nc2c(N3CCOCC3)nc(Cl)nc21. Yields the product CC(C)c1nc2ccccc2n1-c1nc(N2CCOCC2)c2nc(C3(O)CCCN(C(=O)OC(C)(C)C)C3)n(C)c2n1. Reaction SMILES: [CH:32]([CH3:33])([CH3:34])[c:35]1[nH:36][c:37]2[c:38]([n:39]1)[cH:40][cH:41][cH:42][cH:43]2.[Cl:1][c:2]1[n:3][c:4]([N:26]2[CH2:27][CH2:28][O:29][CH2:30][CH2:31]2)[c:5]2[n:6][c:7]([C:12]3([OH:25])[CH2:13][N:14]([C:18](=[O:19])[O:20][C:21]([CH3:22])([CH3:23])[CH3:24])[CH2:15][CH2:16][CH2:17]3)[n:8]([CH3:11])[c:9]2[n:10]1>>[c:2]1(-[n:36]2[c:35]([CH:32]([CH3:33])[CH3:34])[n:39][c:38]3[c:37]2[cH:43][cH:42][cH:41][cH:40]3)[n:3][c:4]([N:26]2[CH2:27][CH2:28][O:29][CH2:30][CH2:31]2)[c:5]2[n:6][c:7]([C:12]3([OH:25])[CH2:13][N:14]([C:18](=[O:19])[O:20][C:21]([CH3:22])([CH3:23])[CH3:24])[CH2:15][CH2:16][CH2:17]3)[n:8]([CH3:11])[c:9]2[n:10]1. The reactants are N12CCCC(C1)(C2)C(=O)OC (Methyl 1-azabicyclo[3.1.1]hept-5-ylcarboxylate), N (ammonia), C([O-])([O-])=O.[K+].[K+] (potassium carbonate). The solvent is C(Cl)(Cl)Cl (chloroform). Conditions: time 2 day. Product: N12CCCC(C1)(C2)C(=O)N (1-Azabicyclo[3.1.1]hept-5-ylcarboxamide). Reaction SMILES: [N:1]12[CH2:7][C:5]([C:8]([O:10]C)=O)([CH2:6]1)[CH2:4][CH2:3][CH2:2]2.[NH3:12].C(=O)([O-])[O-].[K+].[K+]>C(Cl)(Cl)Cl>[N:1]12[CH2:7][C:5]([C:8]([NH2:12])=[O:10])([CH2:6]1)[CH2:4][CH2:3][CH2:2]2 |f:2.3.4|. Procedure details: Methyl 1-azabicyclo[3.1.1]hept-5-ylcarboxylate (D4, 1.35 g, 0.0087 mole) was treated with 20M aqueous ammonia solution (25 ml) and the mixture stirred at room temperature for 2 days. The solution was saturated with potassium carbonate and shaken with chloroform (40 ml) The mixture separated into three layers. The chloroform solution contained some product, however the majority was in the middle layer. These two were combined and concentrated in vacuo and the residue then treated with toluene (60...